From a dataset of the Open Reaction Database (ORD), a public repository of structured organic reaction records. describe an organic reaction: reactants, conditions, products, and yield Reactants: BrBr (bromine), 12.6, C1(=CC=CC=C1)C1=NNC(=C1)SC1=CC=CC=C1 (3-phenyl-5-phenylthiopyrazole). The solvent is C(C)(=O)O (acetic acid). Run at time 12 hour. The product is 16, C1(=CC=CC=C1)C1=NNC(=C1Br)SC1=CC=CC=C1 (3-phenyl-4-bromo-5-phenylthiopyrazole). Yield: 96.7%. As a reaction SMILES: [Br:1]Br.[C:3]1([C:9]2[CH:13]=[C:12]([S:14][C:15]3[CH:20]=[CH:19][CH:18]=[CH:17][CH:16]=3)[NH:11][N:10]=2)[CH:8]=[CH:7][CH:6]=[CH:5][CH:4]=1>C(O)(=O)C>[C:3]1([C:9]2[C:13]([Br:1])=[C:12]([S:14][C:15]3[CH:16]=[CH:17][CH:18]=[CH:19][CH:20]=3)[NH:11][N:10]=2)[CH:4]=[CH:5][CH:6]=[CH:7][CH:8]=1. Procedure details: At 25° C, 8 parts of bromine is slowly added, with stirring, to a solution of 12.6 parts of 3-phenyl-5-phenylthiopyrazole in 150 parts of glacial acetic acid. After 12 hours, the solution is concentrated in vacuo and the residue treated with about 50 parts of water. There is obtained 16 parts (96.7% of theory) of 3-phenyl-4-bromo-5-phenylthiopyrazole; m.p.: 121° to 122° C (recrystallized from cyclohexane).